describe an organic reaction: reactants, conditions, products, and yield From a dataset of the Open Reaction Database (ORD), a public repository of structured organic reaction records. Starting materials: CCN=C=NCCCN(C)C, ClCCl, Cl, O=C(O)c1ccc(CO)cc1, On1nnc2ccccc21, NC1(C(=O)OCc2ccccc2)CCCCC1. The product is O=C(NC1(C(=O)OCc2ccccc2)CCCCC1)c1ccc(CO)cc1. Reaction SMILES: [CH2:2]([N:3]=[C:4]=[N:5][CH2:6][CH2:7][CH2:8][N:9]([CH3:10])[CH3:11])[CH3:12].[CH2:51]([Cl:52])[Cl:53].[ClH:1].[OH:13][CH2:14][c:15]1[cH:16][cH:17][c:18]([C:19](=[O:20])[OH:21])[cH:22][cH:23]1.[OH:41][n:42]1[c:43]2[cH:44][cH:45][cH:46][cH:47][c:48]2[n:49][n:50]1.[c:24]1([CH2:30][O:31][C:32](=[O:33])[C:34]2([NH2:40])[CH2:35][CH2:36][CH2:37][CH2:38][CH2:39]2)[cH:25][cH:26][cH:27][cH:28][cH:29]1>>[OH:13][CH2:14][c:15]1[cH:16][cH:17][c:18]([C:19](=[O:21])[NH:40][C:34]2([C:32]([O:31][CH2:30][c:24]3[cH:25][cH:26][cH:27][cH:28][cH:29]3)=[O:33])[CH2:35][CH2:36][CH2:37][CH2:38][CH2:39]2)[cH:22][cH:23]1. The reactants are ClC1=CC=NC2=CC(=C(C=C12)OC)OC (4-Chloro-6,7-dimethoxyquinoline), ClC1=CC=C(NC(C=2C(O)=CC=CC2)=O)C=C1 (4′-chloro-salicylanilide), ClC1=C(C=CC=C1)Cl (o-dichlorobenzene). Reagents/catalysts: CN(C1=CC=NC=C1)C (4-dimethylaminopyridine). Reaction conditions: temperature 140 celsius, time 4 hour. Yields the product C1(=CC=CC=C1)NC(C1=C(C=CC(=C1)Cl)OC1=CC=NC2=CC(=C(C=C12)OC)OC)=O (N-Phenyl-5-chloro-2-[(6,7-dimethoxy-4-quinolyl)oxy]-benzamide). Yield: 20.0%. RXN SMILES: Cl[C:2]1[C:11]2[C:6](=[CH:7][C:8]([O:14][CH3:15])=[C:9]([O:12][CH3:13])[CH:10]=2)[N:5]=[CH:4][CH:3]=1.Cl[C:17]1[CH:32]=[CH:31][C:20]([NH:21][C:22](=[O:30])[C:23]2[C:24](=[CH:26][CH:27]=[CH:28][CH:29]=2)[OH:25])=[CH:19][CH:18]=1.[Cl:33]C1C=CC=CC=1Cl>CN(C)C1C=CN=CC=1>[C:20]1([NH:21][C:22](=[O:30])[C:23]2[CH:29]=[C:28]([Cl:33])[CH:27]=[CH:26][C:24]=2[O:25][C:2]2[C:11]3[C:6](=[CH:7][C:8]([O:14][CH3:15])=[C:9]([O:12][CH3:13])[CH:10]=3)[N:5]=[CH:4][CH:3]=2)[CH:31]=[CH:32][CH:17]=[CH:18][CH:19]=1. Procedure details: 4-Chloro-6,7-dimethoxyquinoline (100 mg), 4′-chloro-salicylanilide (445 mg), and 4-dimethylaminopyridine (220 mg) were suspended in o-dichlorobenzene (1 ml), and the suspension was stirred at 140° C. for 4 hr. The reaction solution was cooled to room temperature, and the solvent was removed by distillation under the reduced pressure. Water was then added to the residue, and the mixture was extracted with chloroform. The chloroform layer was washed with water and was dried over anhydrous sodium s...